This data is from the Open Reaction Database (ORD), a public repository of structured organic reaction records. The task is: describe an organic reaction: reactants, conditions, products, and yield Reactants: BrC1=NC=C(C=C1)C(OC)OC (2-bromo-5-dimethoxymethylpyridine), C(C)(C)[Mg]Cl (isopropylmagnesium chloride), O (Water), CN(C=O)C (Dimethylformamide). The solvent is O1CCCC1 (tetrahydrofuran). Reaction conditions: time 3 hour. Product: COC(C=1C=CC(=NC1)C=O)OC (5-dimethoxymethyl-2-pyridinecarboxaldehyde). Yield: 44.4%. Reaction SMILES: Br[C:2]1[CH:7]=[CH:6][C:5]([CH:8]([O:11][CH3:12])[O:9][CH3:10])=[CH:4][N:3]=1.C([Mg]Cl)(C)C.CN(C)[CH:20]=[O:21].O>O1CCCC1>[CH3:10][O:9][CH:8]([O:11][CH3:12])[C:5]1[CH:6]=[CH:7][C:2]([CH:20]=[O:21])=[N:3][CH:4]=1. Procedure details: To a solution of 2-bromo-5-dimethoxymethylpyridine (1.19 g, 5.13 mmol) in tetrahydrofuran (8 mL) was added isopropylmagnesium chloride (2 mol/L in tetrahydrofuran; 4.2 mL, 8.4 mmol) under nitrogen atmosphere, and the mixture was stirred at room temperature for 3 h. Dimethylformamide (0.774 mL, 10.3 mmol) was added, and the mixture was stirred for additional 10 min. Water was added, and the mixture was extracted with ethyl acetate twice. The organic layer was washed with brine and dried on anhydr... Reactants: [N+](=[N-])=C (diazomethane), C(C)(=O)C(CCCCCCC(=O)O)(CCCC(CCCCC)O)Cl (8-acetyl-8-chloro-12-hydroxyheptadecanoic acid), C(C)(=O)O (Acetic acid). Run in CCOCC (ether). Run at time 4 hour. Yields the product C(C)(=O)C(CCCCCCC(=O)OC)(CCCC(CCCCC)O)Cl (methyl 8-acetyl-8-chloro-12-hydroxyheptadecanoate). Reaction SMILES: [N+](=C)=[N-].[C:4]([C:7]([Cl:27])([CH2:17][CH2:18][CH2:19][CH:20]([OH:26])[CH2:21][CH2:22][CH2:23][CH2:24][CH3:25])[CH2:8][CH2:9][CH2:10][CH2:11][CH2:12][CH2:13][C:14]([OH:16])=[O:15])(=[O:6])[CH3:5].[C:28](O)(=O)C>CCOCC>[C:4]([C:7]([Cl:27])([CH2:17][CH2:18][CH2:19][CH:20]([OH:26])[CH2:21][CH2:22][CH2:23][CH2:24][CH3:25])[CH2:8][CH2:9][CH2:10][CH2:11][CH2:12][CH2:13][C:14]([O:16][CH3:28])=[O:15])(=[O:6])[CH3:5]. Procedure details: A solution of diazomethane (approx. 2.5 g., 0.06 mole) in either (100 ml.) is mixed with a solution of 8-acetyl-8-chloro-12-hydroxyheptadecanoic acid (10.9 g., 0.03 mole) in ether (50 ml.). The resulting solution is allowed to stand 4 hours at room temperature. Acetic acid is then added to destroy the excess diazomethane and the solution is washed with dilute sodium bicarbonate solution and water and dried over sodium sulfate. Evaporation of volatile materials at reduced pressure yields methyl 8... Starting materials: N#CCO, Cc1cc(CCC(=O)OC(C)(C)C)ccc1C1=NN(c2ccc(F)c(C#N)c2)CS1, C1CCOC1, CCOC(C)=O, [H-], [Na+]. Yields the product Cc1cc(CCC(=O)OC(C)(C)C)ccc1C1=NN(c2ccc(OCC#N)c(C#N)c2)CS1. RXN SMILES: [C:1]([CH2:2][OH:3])#[N:4].[C:5](#[N:6])[c:7]1[cH:8][c:9]([N:14]2[CH2:15][S:16][C:17]([c:19]3[c:20]([CH3:34])[cH:21][c:22]([CH2:25][CH2:26][C:27](=[O:28])[O:29][C:30]([CH3:31])([CH3:32])[CH3:33])[cH:23][cH:24]3)=[N:18]2)[cH:10][cH:11][c:12]1[F:13].[CH2:37]1[O:38][CH2:39][CH2:40][CH2:41]1.[CH3:42][CH2:43][O:44][C:45]([CH3:46])=[O:47].[H-:35].[Na+:36]>>[C:1]([CH2:2][O:3][c:12]1[c:7]([C:5]#[N:6])[cH:8][c:9]([N:14]2[CH2:15][S:16][C:17]([c:19]3[c:20]([CH3:34])[cH:21][c:22]([CH2:25][CH2:26][C:27](=[O:28])[O:29][C:30]([CH3:31])([CH3:32])[CH3:33])[cH:23][cH:24]3)=[N:18]2)[cH:10][cH:11]1)#[N:4]. Reactants: COC(=O)C(=O)Cl, COc1c(C(C)=O)ccc(OCCCOc2cccc(N)c2)c1CCC(F)(F)F, ClCCl, OCCN(CCO)CCO. Product: COC(=O)C(=O)Nc1cccc(OCCCOc2ccc(C(C)=O)c(OC)c2CCC(F)(F)F)c1. Reaction SMILES: [C:1]([C:2](=[O:3])[O:4][CH3:5])(=[O:6])[Cl:7].[C:8]([CH3:9])(=[O:10])[c:11]1[c:12]([O:35][CH3:36])[c:13]([CH2:29][CH2:30][C:31]([F:32])([F:33])[F:34])[c:14]([O:15][CH2:16][CH2:17][CH2:18][O:19][c:20]2[cH:21][c:22]([NH2:23])[cH:24][cH:25][cH:26]2)[cH:27][cH:28]1.[CH2:47]([Cl:48])[Cl:49].[OH:37][CH2:38][CH2:39][N:40]([CH2:41][CH2:42][OH:43])[CH2:44][CH2:45][OH:46]>>[C:1]([C:2](=[O:3])[O:4][CH3:5])(=[O:6])[NH:23][c:22]1[cH:21][c:20]([O:19][CH2:18][CH2:17][CH2:16][O:15][c:14]2[c:13]([CH2:29][CH2:30][C:31]([F:32])([F:33])[F:34])[c:12]([O:35][CH3:36])[c:11]([C:8]([CH3:9])=[O:10])[cH:28][cH:27]2)[cH:26][cH:25][cH:24]1. Starting materials: [Ba+2], CCCN(CCC)c1c(SC)nc2c(Br)cc(C)cn12, COCCOC, OB(O)c1ccc(Cl)cc1Cl, [OH-], [OH-], O, O, O, O, O, O, O, O, O. Product: CCCN(CCC)c1c(SC)nc2c(-c3ccc(Cl)cc3Cl)cc(C)cn12. As a reaction SMILES: [Ba+2:41].[Br:1][c:2]1[c:3]2[n:4]([cH:5][c:6]([CH3:8])[cH:7]1)[c:9]([N:14]([CH2:15][CH2:16][CH3:17])[CH2:18][CH2:19][CH3:20])[c:10]([S:12][CH3:13])[n:11]2.[CH3:43][O:44][CH2:45][CH2:46][O:47][CH3:48].[Cl:21][c:22]1[c:23]([B:29]([OH:30])[OH:31])[cH:24][cH:25][c:26]([Cl:28])[cH:27]1.[OH-:40].[OH-:42].[OH2:32].[OH2:33].[OH2:34].[OH2:35].[OH2:36].[OH2:37].[OH2:38].[OH2:39].[OH2:49]>>[c:2]1(-[c:23]2[c:22]([Cl:21])[cH:27][c:26]([Cl:28])[cH:25][cH:24]2)[c:3]2[n:4]([cH:5][c:6]([CH3:8])[cH:7]1)[c:9]([N:14]([CH2:15][CH2:16][CH3:17])[CH2:18][CH2:19][CH3:20])[c:10]([S:12][CH3:13])[n:11]2. Reactants: [Br-], O=C1c2ccccc2C(=O)N1CCC[P+](c1ccccc1)(c1ccccc1)c1ccccc1, CC(C)(C)[O-], O=Cc1cccc(Cl)c1, [K+], C1CCOC1, O. Yields the product O=C1c2ccccc2C(=O)N1CCC=Cc1cccc(Cl)c1. As a reaction SMILES: [Br-:1].[C:2]1(=[O:34])[c:3]2[c:4]([cH:30][cH:31][cH:32][cH:33]2)[C:5](=[O:29])[N:6]1[CH2:7][CH2:8][CH2:9][P+:10]([c:11]1[cH:12][cH:13][cH:14][cH:15][cH:16]1)([c:17]1[cH:18][cH:19][cH:20][cH:21][cH:22]1)[c:23]1[cH:24][cH:25][cH:26][cH:27][cH:28]1.[CH3:44][C:45]([CH3:46])([O-:47])[CH3:48].[Cl:35][c:36]1[cH:37][c:38]([CH:39]=[O:40])[cH:41][cH:42][cH:43]1.[K+:49].[O:51]1[CH2:52][CH2:53][CH2:54][CH2:55]1.[OH2:50]>>[C:2]1(=[O:34])[c:3]2[c:4]([cH:30][cH:31][cH:32][cH:33]2)[C:5](=[O:29])[N:6]1[CH2:7][CH2:8][CH:9]=[CH:39][c:38]1[cH:37][c:36]([Cl:35])[cH:43][cH:42][cH:41]1. The reactants are OS(=O)(=O)[O-].[K+] (KHSO4), C(C)(C)(C)[Si](Cl)(C)C (tert-butyldimethylchlorosilane), [Si](C)(C)(C(C)(C)C)OCC[C@@H](C(=C)C)O ((S)-1-[(tert-butyldimethylsilyloxy)]-4-methyl-4-penten-3-ol), N1C=NC=C1 (imidazole). The solvent is CN(C)C=O (DMF). Conditions: time 16 hour. Product: [Si](C)(C)(C(C)(C)C)OCC[C@@H](C(=C)C)O[Si](C)(C)C(C)(C)C ((S)-1,3-Di-[(tert-butyldimethylsilyloxy)]-4-methyl-4-pentene). Isolated yield 97.9%. RXN SMILES: [C:1]([Si:5]([CH3:8])([CH3:7])Cl)([CH3:4])([CH3:3])[CH3:2].[Si:9]([O:16][CH2:17][CH2:18][C@H:19]([OH:23])[C:20]([CH3:22])=[CH2:21])([C:12]([CH3:15])([CH3:14])[CH3:13])([CH3:11])[CH3:10].N1C=CN=C1.OS([O-])(=O)=O.[K+]>CN(C=O)C>[Si:9]([O:16][CH2:17][CH2:18][C@H:19]([O:23][Si:5]([C:1]([CH3:4])([CH3:3])[CH3:2])([CH3:8])[CH3:7])[C:20]([CH3:22])=[CH2:21])([C:12]([CH3:15])([CH3:14])[CH3:13])([CH3:11])[CH3:10] |f:3.4|. Reported procedure: 946 mg (6.28 mmol, 1.3 equivalents) of tert-butyldimethylchlorosilane is added to a solution of 1.173 g (4.83 mmol) of (S)-1-[(tert-butyldimethylsilyloxy)]-4-methyl-4-penten-3-ol 10and 855 mg (12.56 mmol, 2.6 equivalents) of imidazole in 15.0 ml of absolute DMF. The mixture is stirred for 16 hours at room temperature. It is mixed with 50 ml of an aqueous 1 M KHSO4 solution and extracted four times with 50 ml of Et2O each. The combined ether extracts are dried on MgSO4. After the solvent is disti... Yield: 55.3%. Reaction SMILES: [F:1][C:2]1[CH:7]=[C:6]([F:8])[CH:5]=[CH:4][C:3]=1[C:9]1[N:10]2[C:15]([CH:16]=[CH:17][C:18]=1[C:19]([OH:21])=[O:20])=[C:14]([C:22]1[C:27]([F:28])=[CH:26][CH:25]=[CH:24][C:23]=1[F:29])[C:13](=[O:30])[CH:12]=[CH:11]2.[CH2:31](Cl)CCl.C1C=CC2N(O)N=NC=2C=1>CCOCC.CCOC(C)=O.C(OCC)(=O)C>[F:1][C:2]1[CH:7]=[C:6]([F:8])[CH:5]=[CH:4][C:3]=1[C:9]1[N:10]2[C:15]([CH:16]=[CH:17][C:18]=1[C:19]([O:21][CH3:31])=[O:20])=[C:14]([C:22]1[C:23]([F:29])=[CH:24][CH:25]=[CH:26][C:27]=1[F:28])[C:13](=[O:30])[CH:12]=[CH:11]2 |f:3.4|. The reactants are FC1=C(C=CC(=C1)F)C=1N2C=CC(C(=C2C=CC1C(=O)O)C1=C(C=CC=C1F)F)=O (6-(2,4-difluorophenyl)-1-(2,6-difluorophenyl)-2-oxo-2H-quinolizine-7-carboxylic Acid), C(CCl)Cl (EDC), C=1C=CC2=C(C1)N=NN2O (HOBt). Procedure: To a solution of 6-(2,4-difluorophenyl)-1-(2,6-difluorophenyl)-2-oxo-2H-quinolizine-7-carboxylic acid (Example 53, 21 mg) in THF/MeOH (1/1) was added EDC (20 mg) and HOBt (10 mg) at room temperature. After stirring for 2 h, the mixture was diluted with ethyl acetate and washed with water, brine, dried over MgSO4 and concentrated. The residue was purified by silica gel (methylene chloride/methanol=20/1) to give the title compound (12 mg). The product is FC1=C(C=CC(=C1)F)C=1N2C=CC(C(=C2C=CC1C(=O)OC)C1=C(C=CC=C1F)F)=O (methyl 6-(2,4-difluorophenyl)-1-(2,6-difluorophenyl)-2-oxo-2H-quinolizine-7-carboxylate). The solvent is CCOCC.CCOC(=O)C (ether EtOAc), C(C)(=O)OCC (ethyl acetate). Run at time 2 hour.